From a dataset of the Open Reaction Database (ORD), a public repository of structured organic reaction records. describe an organic reaction: reactants, conditions, products, and yield Reactants: C(=O)([O-])[O-].[Na+].[Na+] (Na2CO3), N[C@@H](C(C)(C)C)C(=O)O (L-tert-leucine), C(=O)(O)[O-].[Na+] (NaHCO3), ClC(=O)OCC1=CC=CC=C1 (benzyl chloroformate). Solvent: ice, O (water). Reaction conditions: temperature 0 celsius, time 3 hour. The product is C(C1=CC=CC=C1)OC(=O)NC(C(=O)O)C(C)(C)C (2-Benzyloxycarbonylamino-3,3-dimethyl-butyric acid). The yield is 817.3%. As a reaction SMILES: [NH2:1][C@H:2]([C:7]([OH:9])=[O:8])[C:3]([CH3:6])([CH3:5])[CH3:4].C([O-])(O)=O.[Na+].Cl[C:16]([O:18][CH2:19][C:20]1[CH:25]=[CH:24][CH:23]=[CH:22][CH:21]=1)=[O:17].C([O-])([O-])=O.[Na+].[Na+]>O>[CH2:19]([O:18][C:16]([NH:1][CH:2]([C:3]([CH3:6])([CH3:5])[CH3:4])[C:7]([OH:9])=[O:8])=[O:17])[C:20]1[CH:25]=[CH:24][CH:23]=[CH:22][CH:21]=1 |f:1.2,4.5.6|. Procedure details: To a solution of L-tert-leucine (1) (50.0 g, 38.0 mmol) and NaHCO3 (96.0 g, 114 mmol) in ice (500 g) and water (500 ml) was added benzyl chloroformate (65.0 ml, 74.0 mmol) and the reaction stirred at 0° C. for 3 hours then at room temperature for 18 hours. 0.1N Na2CO3 was added until the oily layer dissolved and the solution was washed with 10% EtOAc in hexanes (2×500 ml). The iced aqueous phase was acidified to pH 1 using 12N HCl then extracted using EtOAc (3×350 ml). The combined organic extra...